Dataset: the Open Reaction Database (ORD), a public repository of structured organic reaction records. Task: describe an organic reaction: reactants, conditions, products, and yield Starting materials: C1(CC1)N1CCN(CCC1)C1=CC=C(C(=O)OCC)C=C1 (ethyl 4-(4-cyclopropyl-1,4-diazepan-1-yl)benzoate), C[Al](C)C (trimethylaluminium), C(Cl)Cl.CCOCC (DCM Ether), COC=1C=C(C=C(C1)OC)CCC=1C=C(NN1)N (5-[2-(3,5-dimethoxyphenyl)ethyl]-2H-pyrazol-3-amine), solution. The solvent is C1(=CC=CC=C1)C (toluene). Product: C1(CC1)N1CCN(CCC1)C1=CC=C(C(=O)NC=2NN=C(C2)CCC2=CC(=CC(=C2)OC)OC)C=C1 (4-(4-cyclopropyl-1,4-diazepan-1-yl)-N-[5-[2-(3,5-dimethoxyphenyl)ethyl]-2H-pyrazol-3-yl]benzamide). The yield is 33.7%. As a reaction SMILES: [CH:1]1([N:4]2[CH2:10][CH2:9][CH2:8][N:7]([C:11]3[CH:21]=[CH:20][C:14]([C:15]([O:17]CC)=O)=[CH:13][CH:12]=3)[CH2:6][CH2:5]2)[CH2:3][CH2:2]1.[CH3:22][O:23][C:24]1[CH:25]=[C:26]([CH2:32][CH2:33][C:34]2[CH:35]=[C:36]([NH2:39])[NH:37][N:38]=2)[CH:27]=[C:28]([O:30][CH3:31])[CH:29]=1.C[Al](C)C.C(Cl)Cl.CCOCC>C1(C)C=CC=CC=1>[CH:1]1([N:4]2[CH2:10][CH2:9][CH2:8][N:7]([C:11]3[CH:12]=[CH:13][C:14]([C:15]([NH:39][C:36]4[NH:37][N:38]=[C:34]([CH2:33][CH2:32][C:26]5[CH:27]=[C:28]([O:30][CH3:31])[CH:29]=[C:24]([O:23][CH3:22])[CH:25]=5)[CH:35]=4)=[O:17])=[CH:20][CH:21]=3)[CH2:6][CH2:5]2)[CH2:2][CH2:3]1 |f:3.4|. Reported procedure: 4-(4-cyclopropyl-1,4-diazepan-1-yl)-N-[5-[2-(3,5-dimethoxyphenyl)ethyl]-2H-pyrazol-3-yl]benzamide was prepared using the same procedure as for Example 159, but starting from ethyl 4-(4-cyclopropyl-1,4-diazepan-1-yl)benzoate (0.288 g, 1 mmol, 5-[2-(3,5-dimethoxyphenyl)ethyl]-2H-pyrazol-3-amine (0.247 g, 1 mmol) and a 2M solution of trimethylaluminium (1.250 mL, 2.50 mmol) in toluene. The crude product was purified by preparative HPLC, using decreasingly polar mixtures of water (containing 1% NH3)... Starting materials: [H-].[Na+] (sodium hydride), C=1C=CN2C1CN(C1=C(C2)C=CC=C1)C(=O)C1=CC=C(C=C1)NC(C1=C(C=C(C=C1)Cl)Cl)=O (N-[4-(5H-pyrrolo[2,1-c][1,4]benzodiazepin-10(11H)-ylcarbonyl)phenyl]-2,4-dichlorobenzamide), O1CCCC1 (tetrahydrofuran), [I-].CC=[N+]=CC (N,N-dimethylmethyleneammonium iodide). Run in C(C)OCC (diethyl ether). Reaction conditions: time 1 hour. Product: CN(C)CN(C(C1=C(C=C(C=C1)Cl)Cl)=O)C1=CC=C(C=C1)C(=O)N1CC=2N(CC3=C1C=CC=C3)C=CC2 (N-[(Dimethylamino)methyl]-N-[4-(5H-pyrrolo[2,1-c][1,4]benzodiazepin-10(11H)-ylcarbonyl)phenyl]-2,4-dichlorobenzamide). Reaction SMILES: [H-].[Na+].[CH:3]1[CH:4]=[CH:5][N:6]2[CH2:12][C:11]3[CH:13]=[CH:14][CH:15]=[CH:16][C:10]=3[N:9]([C:17]([C:19]3[CH:24]=[CH:23][C:22]([NH:25][C:26](=[O:35])[C:27]4[CH:32]=[CH:31][C:30]([Cl:33])=[CH:29][C:28]=4[Cl:34])=[CH:21][CH:20]=3)=[O:18])[CH2:8][C:7]=12.[I-].C[CH:38]=[N+:39]=[CH:40]C.O1CCC[CH2:43]1>C(OCC)C>[CH3:38][N:39]([CH2:40][N:25]([C:22]1[CH:21]=[CH:20][C:19]([C:17]([N:9]2[C:10]3[CH:16]=[CH:15][CH:14]=[CH:13][C:11]=3[CH2:12][N:6]3[CH:5]=[CH:4][CH:3]=[C:7]3[CH2:8]2)=[O:18])=[CH:24][CH:23]=1)[C:26](=[O:35])[C:27]1[CH:32]=[CH:31][C:30]([Cl:33])=[CH:29][C:28]=1[Cl:34])[CH3:43] |f:0.1,3.4|. Reported procedure: To a suspension under argon of 0.072 g of sodium hydride (60% in oil) in 10 ml of tetrahydrofuran is added 0.71 g of N-[4-(5H-pyrrolo[2,1-c][1,4]benzodiazepin-10(11H)-ylcarbonyl)phenyl]-2,4-dichlorobenzamide and the mixture stirred at room temperature for 1 hour. To the mixture is added N,N-dimethylmethyleneammonium iodide and the mixture stirred 20 hours. The mixture is diluted with diethyl ether (30 ml), filtered and the filtrate concentrated under vacuum. The residue is triturated with hexane... Starting materials: N(=NC(=O)N1CCCCC1)C(=O)N1CCCCC1 (1,1′-(azodicarbonyl)dipiperidine), ClC1=C(C=C(C=C1)Cl)O (2,5-Dichlorophenol), OC(CCN(C(OC(C)(C)C)=O)C)CCCC ((3-hydroxyheptyl)methylcarbamic acid, 1,1-dimethylethyl ester), C(CCC)P(CCCC)CCCC (tributylphosphine). Run in O1CCCC1 (tetrahydrofuran). Reaction conditions: temperature 50 celsius, time 20 hour. Product: ClC1=C(OC(CCN(C(OC(C)(C)C)=O)C)CCCC)C=C(C=C1)Cl ([3-(2,5-Dichlorophenoxy)heptyl]methylcarbamic acid, 1-dimethylethyl ester). Yield: 51.2%. As a reaction SMILES: [Cl:1][C:2]1[CH:7]=[CH:6][C:5]([Cl:8])=[CH:4][C:3]=1[OH:9].O[CH:11]([CH2:23][CH2:24][CH2:25][CH3:26])[CH2:12][CH2:13][N:14]([CH3:22])[C:15](=[O:21])[O:16][C:17]([CH3:20])([CH3:19])[CH3:18].C(P(CCCC)CCCC)CCC.N(C(N1CCCCC1)=O)=NC(N1CCCCC1)=O>O1CCCC1>[Cl:1][C:2]1[CH:7]=[CH:6][C:5]([Cl:8])=[CH:4][C:3]=1[O:9][CH:11]([CH2:23][CH2:24][CH2:25][CH3:26])[CH2:12][CH2:13][N:14]([CH3:22])[C:15](=[O:21])[O:16][C:17]([CH3:18])([CH3:19])[CH3:20]. Procedure: 2,5-Dichlorophenol (163 mg, 1.00 mmol) and (3-hydroxyheptyl)methylcarbamic acid, 1,1-dimethylethyl ester (360 mg, 1.47 mmol) were dissolved in tetrahydrofuran (10 ml). To the resulting solution was added tributylphosphine (0.380 ml, 1.50 mmol) and then 1,1′-(azodicarbonyl)dipiperidine (380 mg, 1.50 mmol). The solution was then heated to 50° C. under nitrogen for 3 h, and then allowed to stir at room temperature for a further 20 h. The mixture was then filtered and poured into sodium hydrogen car... Reactants: crude mixture, O (water), C1(CC1)NC(C1=CC(=C(C=C1)C)N1C=NC2=CC=C(C=C2C1=O)OCC(=C)C)=O (N-cyclopropyl-4-methyl-3-[6-[(2-methylprop-2-en-1-yl)oxy]-4-oxoquinazolin-3(4H)-yl]benzamide), C[N+]1(CCOCC1)[O-] (N-methylmorpholine-N-oxide), CC(=O)C.O (acetone water), S([O-])(O)=O.[Na+] (sodium bisulfite). The reagents and catalysts are [Os](=O)(=O)(=O)=O (osmium tetroxide). The solvent is CC(C)(C)O (2-methyl-2-propanol). Reaction conditions: time 1 hour. The product is C1(CC1)NC(C1=CC(=C(C=C1)C)N1C=NC2=CC=C(C=C2C1=O)OCC(CO)(C)O)=O (N-cyclopropyl-3-[6-(2,3-dihydroxy-2-methylpropoxy)-4-oxoquinazolin-3(4H)-yl]4 methylbenzamide). Reaction SMILES: [CH:1]1([NH:4][C:5](=[O:29])[C:6]2[CH:11]=[CH:10][C:9]([CH3:12])=[C:8]([N:13]3[C:22](=[O:23])[C:21]4[C:16](=[CH:17][CH:18]=[C:19]([O:24][CH2:25][C:26]([CH3:28])=[CH2:27])[CH:20]=4)[N:15]=[CH:14]3)[CH:7]=2)[CH2:3][CH2:2]1.C[N+]1([O-])CCOCC1.S(=O)(O)[O-].[Na+].[OH2:43].CC(C)=O.[OH2:48]>CC(O)(C)C.[Os](=O)(=O)(=O)=O>[CH:1]1([NH:4][C:5](=[O:29])[C:6]2[CH:11]=[CH:10][C:9]([CH3:12])=[C:8]([N:13]3[C:22](=[O:23])[C:21]4[C:16](=[CH:17][CH:18]=[C:19]([O:24][CH2:25][C:26]([OH:48])([CH3:28])[CH2:27][OH:43])[CH:20]=4)[N:15]=[CH:14]3)[CH:7]=2)[CH2:3][CH2:2]1 |f:2.3,5.6|. Procedure details: To a solution of N-cyclopropyl-4-methyl-3-[6-[(2-methylprop-2-en-1-yl)oxy]-4-oxoquinazolin-3(4H)-yl]benzamide (1.76 g) in acetone/water (4:1, 40 ml) was added N-methylmorpholine-N-oxide (2.1 g) followed by a solution of osmium tetroxide in 2-methyl-2-propanol (2.5% solution, 1.2 ml). After 18 hours sodium bisulfite (0.1 g) was added and the mixture stirred for a further 1 hour. The crude mixture was poured into water (20 ml) and extracted into ethyl acetate (300 ml). The combined organic extract... Starting materials: NC1=NC(=CC(=N1)N[C@@H]1CC[C@H](CC1)O)C (trans-4-(2-amino-6-methylpyrimidin-4-ylamino)cyclohexanol), BrNC(CCC(=O)N)=O (N-bromosuccinamide). Solvent: C(Cl)(Cl)Cl (chloroform). As a reaction SMILES: [NH2:1][C:2]1[N:7]=[C:6]([NH:8][C@H:9]2[CH2:14][CH2:13][C@H:12]([OH:15])[CH2:11][CH2:10]2)[CH:5]=[C:4]([CH3:16])[N:3]=1.[Br:17]NC(=O)CCC(N)=O>C(Cl)(Cl)Cl>[NH2:1][C:2]1[N:7]=[C:6]([NH:8][C@H:9]2[CH2:14][CH2:13][C@H:12]([OH:15])[CH2:11][CH2:10]2)[C:5]([Br:17])=[C:4]([CH3:16])[N:3]=1. Reported procedure: To a solution of (trans-4-(2-amino-6-methylpyrimidin-4-ylamino)cyclohexanol (1.33 g, 5.98 mmol) in chloroform (15 mL) was added N-bromosuccinamide (1.08 g, 6.04 mmol). After stirring at room temperature for 1.5 hr, the solution was concentrated. The residue was purified by flash chromatography eluting with chloroform/7 N ammonia in methanol (0.5-5%) to afford the title compound (1.14 g, 63%). The yield is 63.3%. Product: NC1=NC(=C(C(=N1)N[C@@H]1CC[C@H](CC1)O)Br)C (Trans-4-(2-amino-5-bromo-6-methylpyrimidin-4-ylamino)cyclohexanol). Run at time 1.5 hour. Starting materials: C1(CCCCC1)N(C(NC=1SC(=CN1)SCC(=O)O)=O)CCC1=CC=CC=C1 ([2-(3-cyclohexyl-3-phenethyl-ureido)-thiazol-5-ylsulfanyl]-acetic acid), C(C)OC(C(C)SC1=CN=C(S1)N)=O ((2-amino-thiazol-5-ylsulfanyl)-propionic acid ethyl ester), C(CC(C)C)=O (isovaleraldehyde), CC(CCN)C (3-methyl-butylamine). Product: CC(CCN(C(NC=1SC(=CN1)SCCC(=O)O)=O)CCC(C)C)C (3-{2-[3,3-Bis-(3-methyl-butyl)-ureido]-thiazol-5-ylsulfanyl}-propionic acid). RXN SMILES: [CH:1]1([N:7]([CH2:21][CH2:22][C:23]2[CH:28]=CC=C[CH:24]=2)[C:8](=[O:20])[NH:9][C:10]2[S:11][C:12]([S:15][CH2:16][C:17](O)=O)=[CH:13][N:14]=2)[CH2:6][CH2:5][CH2:4]CC1.[CH:29](=O)CC(C)C.CC(C)CCN.C([O:43][C:44](=[O:54])C(SC1SC(N)=NC=1)C)C>>[CH3:29][CH:5]([CH3:4])[CH2:6][CH2:1][N:7]([CH2:21][CH2:22][CH:23]([CH3:24])[CH3:28])[C:8](=[O:20])[NH:9][C:10]1[S:11][C:12]([S:15][CH2:16][CH2:17][C:44]([OH:54])=[O:43])=[CH:13][N:14]=1. Reported procedure: Prepared as described for the synthesis of [2-(3-cyclohexyl-3-phenethyl-ureido)-thiazol-5-ylsulfanyl]-acetic acid using isovaleraldehyde, 3-methyl-butylamine and (2-amino-thiazol-5-ylsulfanyl)-propionic acid ethyl ester. Reactants: NC1=NC(=NN1)NS(=O)(=O)C1=C(C=CC=C1)Cl (N-(5-amino-1,2,4-triazol-3-yl)-2-chlorobenzenesulfonamide), C(/C(/Cl)=C(/Cl)\C=O)(=O)O (mucochloric acid). Solvent: CN(C)C=O (DMF). The product is ClC1=C(C=CC=C1)S(=O)(=O)NC1=NN2C(N=CC(=C2)Cl)=N1 (2-Chloro-N-(6-Chloro-1,2,4-triazolo[1,5-a]pyrimidin-2-yl)benzenesulfonamide). Isolated yield 22.6%. RXN SMILES: [NH2:1][C:2]1[NH:6][N:5]=[C:4]([NH:7][S:8]([C:11]2[CH:16]=[CH:15][CH:14]=[CH:13][C:12]=2[Cl:17])(=[O:10])=[O:9])[N:3]=1.[C:18](O)(=O)/[C:19](=[C:21](\C=O)/Cl)/[Cl:20]>CN(C=O)C>[Cl:17][C:12]1[CH:13]=[CH:14][CH:15]=[CH:16][C:11]=1[S:8]([NH:7][C:4]1[N:3]=[C:2]2[N:1]=[CH:18][C:19]([Cl:20])=[CH:21][N:6]2[N:5]=1)(=[O:9])=[O:10]. Reported procedure: A mixture of 2.46 g (9.00 mmol) of N-(5-amino-1,2,4-triazol-3-yl)-2-chlorobenzenesulfonamide and 1.67 g (9.90 mmol) of mucochloric acid in 20 ml of DMF was heated to reflux for 16.5 hours. After cooling to room temperature, the solvent was removed by evaporation at reduced pressure and the residue was treated with 20 ml of 0.5N NaOH. After stirring vigorously for ~30 minutes the mixture was filtered through celite and the filtrate was acidified with 2N HCl. The solid which separated was collecte... The reactants are O=C([O-])O, CCOc1cc(C(O)=C(C#N)C#N)ccc1OC, C1COCCO1, COS(=O)(=O)OC, [Na+], O. Product: CCOc1cc(C(OC)=C(C#N)C#N)ccc1OC. Reaction SMILES: [C:19](=[O:20])([OH:21])[O-:22].[CH2:1]([CH3:2])[O:3][c:4]1[cH:5][c:6]([C:12](=[C:13]([C:14]#[N:15])[C:16]#[N:17])[OH:18])[cH:7][cH:8][c:9]1[O:10][CH3:11].[CH2:24]1[O:25][CH2:26][CH2:27][O:28][CH2:29]1.[CH3:30][O:31][S:32]([O:33][CH3:34])(=[O:35])=[O:36].[Na+:23].[OH2:37]>>[CH2:1]([CH3:2])[O:3][c:4]1[cH:5][c:6]([C:12](=[C:13]([C:14]#[N:15])[C:16]#[N:17])[O:18][CH3:19])[cH:7][cH:8][c:9]1[O:10][CH3:11]. The reactants are CCCCCCC.CCOCC (heptane ether), 5.a, C1(=CC=C(C=C1)S(=O)(=O)O)C (p-toluenesulfonic acid), ClCCCC(=O)C1=CC=C(C=C1)C (4-chloro-1-(4-methylphenyl)-1-butanone), C(CO)O (ethylene glycol). Run in C1(=CC=CC=C1)C (toluene). Product: ClCCCC1(OCCO1)C1=CC=C(C=C1)C (2-(3-chloropropyl)-2-(4-methylphenyl)-1,3-dioxolane). As a reaction SMILES: [Cl:1][CH2:2][CH2:3][CH2:4][C:5]([C:7]1[CH:12]=[CH:11][C:10]([CH3:13])=[CH:9][CH:8]=1)=[O:6].[CH2:14](O)[CH2:15][OH:16].C1(C)C=CC(S(O)(=O)=O)=CC=1.CCCCCCC.CCOCC>C1(C)C=CC=CC=1>[Cl:1][CH2:2][CH2:3][CH2:4][C:5]1([C:7]2[CH:8]=[CH:9][C:10]([CH3:13])=[CH:11][CH:12]=2)[O:16][CH2:15][CH2:14][O:6]1 |f:3.4|. Procedure: This compound was synthesized as described under 5.a) with 20.0 g (101.6 mmol) of 4-chloro-1-(4-methylphenyl)-1-butanone (origin: Acros), 20 ml of ethylene glycol and ca. 1 g of p-toluenesulfonic acid in 120 ml of toluene to give 25.2 g (99%) of the crude compound, which was used for further functionalization. Column chromatography of 2 g (SiO2, heptane/ether 9:1) afforded 1.51 g of a yellow oil.